Dataset: the Open Reaction Database (ORD), a public repository of structured organic reaction records. Task: describe an organic reaction: reactants, conditions, products, and yield The reactants are BrC=1C=C(CCN)C=C(C1)Br (N-(3,5-dibromobenzyl)methylamine), C([O-])([O-])=O.[Na+].[Na+] (sodium carbonate), CN(C=O)C (N,N-dimethylformamide), C(C)(C)(C)C1=CC=C(CBr)C=C1 (p-tert-butylbenzyl bromide), CN(C=O)C (N,N-dimethylformamide). The product is C(C)(C)(C)C1=CC=C(CN(C)CC2=CC(=CC(=C2)Br)Br)C=C1 (N-(4-tert-Butylbenzyl)-N-methyl-(3,5-dibromobenzyl)amine). Yield: 66.4%. RXN SMILES: [Br:1][C:2]1[CH:3]=[C:4]([CH:8]=[C:9]([Br:11])[CH:10]=1)[CH2:5]CN.C(=O)([O-])[O-].[Na+].[Na+].[C:18]([C:22]1[CH:29]=[CH:28][C:25]([CH2:26]Br)=[CH:24][CH:23]=1)([CH3:21])([CH3:20])[CH3:19].[CH3:30][N:31](C)C=O>>[C:18]([C:22]1[CH:29]=[CH:28][C:25]([CH2:26][N:31]([CH2:5][C:4]2[CH:8]=[C:9]([Br:11])[CH:10]=[C:2]([Br:1])[CH:3]=2)[CH3:30])=[CH:24][CH:23]=1)([CH3:21])([CH3:20])[CH3:19] |f:1.2.3|. Reported procedure: N-(3,5-dibromobenzyl)methylamine (4.38 g; 15.7 mmol) and sodium carbonate (2.37 g; 22.4 mmol) were added to N,N-dimethylformamide (40 ml). While the mixture was stirred at room temperature, p-tert-butylbenzyl bromide (3.40 g; 14.9 mmol) in N,N-dimethylformamide (20 ml) was added dropwise. After completion of the addition, the mixture was stirred for 100 minutes at 50° C., and left to cool to room temperature. The mixture was poured into ice+saturated aqueous sodium bicarbonate solution, followed...